This data is from the Open Reaction Database (ORD), a public repository of structured organic reaction records. The task is: describe an organic reaction: reactants, conditions, products, and yield Reactants: ClCCl, COC(=O)Cl, Oc1nc(Cl)c(Cl)cc1Cl, c1ccncc1. Yields the product COC(=O)Oc1nc(Cl)c(Cl)cc1Cl. RXN SMILES: [CH2:22]([Cl:23])[Cl:24].[Cl:1][C:2](=[O:3])[O:4][CH3:5].[Cl:6][c:7]1[c:8]([OH:15])[n:9][c:10]([Cl:14])[c:11]([Cl:13])[cH:12]1.[cH:16]1[cH:17][cH:18][n:19][cH:20][cH:21]1>>[C:2](=[O:3])([O:4][CH3:5])[O:15][c:8]1[c:7]([Cl:6])[cH:12][c:11]([Cl:13])[c:10]([Cl:14])[n:9]1. Starting materials: C1CCOC1, CC(C)(C)[O-], Cc1ccccc1, N#Cc1ccc(-c2cncc(C3(C(=O)O)CC3)c2)cc1Cl, [K+], [N-]=[N+]=NP(=O)(c1ccccc1)c1ccccc1. Product: N#Cc1ccc(-c2cncc(C3(N)CC3)c2)cc1Cl. As a reaction SMILES: [CH2:52]1[O:53][CH2:54][CH2:55][CH2:56]1.[CH3:39][C:40]([CH3:41])([O-:42])[CH3:43].[CH3:45][c:46]1[cH:47][cH:48][cH:49][cH:50][cH:51]1.[Cl:1][c:2]1[cH:3][c:4](-[c:10]2[cH:11][c:12]([C:16]3([C:19]([OH:20])=[O:21])[CH2:17][CH2:18]3)[cH:13][n:14][cH:15]2)[cH:5][cH:6][c:7]1[C:8]#[N:9].[K+:44].[c:22]1([P:23]([c:26]2[cH:27][cH:28][cH:29][cH:30][cH:31]2)(=[O:32])[N:36]=[N+:24]=[N-:25])[cH:33][cH:34][cH:35][cH:37][cH:38]1>>[Cl:1][c:2]1[cH:3][c:4](-[c:10]2[cH:11][c:12]([C:16]3([NH2:36])[CH2:17][CH2:18]3)[cH:13][n:14][cH:15]2)[cH:5][cH:6][c:7]1[C:8]#[N:9]. Reactants: ClC1=CC=C(COC2=C(C=C(C=C2)C(O)C2=CNC3=NC=CC=C32)F)C=C1 ([4-(4-chloro-benzyloxy)-3-fluoro-phenyl]-(1H-pyrrolo[2,3-b]pyridin-3-yl)-methanol), CC(=O)OI1(C=2C=CC=CC2C(=O)O1)(OC(=O)C)OC(=O)C (Dess-Martin periodinane). The solvent is O1CCCC1 (tetrahydrofuran). Conditions: time 15 minute. The product is ClC1=CC=C(COC2=C(C=C(C=C2)C(=O)C2=CNC3=NC=CC=C32)F)C=C1 ([4-(4-chloro-benzyloxy)-3-fluoro-phenyl]-(1H-pyrrolo[2,3-b]pyridin-3-yl)-methanone). Reaction SMILES: [Cl:1][C:2]1[CH:27]=[CH:26][C:5]([CH2:6][O:7][C:8]2[CH:13]=[CH:12][C:11]([CH:14]([C:16]3[C:24]4[C:19](=[N:20][CH:21]=[CH:22][CH:23]=4)[NH:18][CH:17]=3)[OH:15])=[CH:10][C:9]=2[F:25])=[CH:4][CH:3]=1.CC(OI1(OC(C)=O)(OC(C)=O)OC(=O)C2C=CC=CC1=2)=O>O1CCCC1>[Cl:1][C:2]1[CH:3]=[CH:4][C:5]([CH2:6][O:7][C:8]2[CH:13]=[CH:12][C:11]([C:14]([C:16]3[C:24]4[C:19](=[N:20][CH:21]=[CH:22][CH:23]=4)[NH:18][CH:17]=3)=[O:15])=[CH:10][C:9]=2[F:25])=[CH:26][CH:27]=1. Reported procedure: To [4-(4-chloro-benzyloxy)-3-fluoro-phenyl]-(1H-pyrrolo[2,3-b]pyridin-3-yl)-methanol (P-1895, 17.7 mg, 0.046 mmol) in tetrahydrofuran (10.0 mL) was added Dess-Martin periodinane (23.5 mg, 0.056 mmol). The reaction was stirred at room temperature for 15 minutes. The reaction was concentrated, then purified with silica gel column chromatography eluting with 50% ethyl acetate in hexane to give a white solid (P-1897, 6.4 mg, 36.3%). MS (ESI) [M+H4]+=381.3. The reactants are CCOC(=O)c1ncc2[nH]c3ccccc3c2c1COC, ClCCl, ClI, I, [Na+], [Na+], O=S([O-])([O-])=S, c1ccncc1. The product is CCOC(=O)c1ncc2[nH]c3ccc(I)cc3c2c1COC. As a reaction SMILES: [CH2:1]([CH3:2])[O:3][C:4](=[O:5])[c:6]1[n:7][cH:8][c:9]2[nH:10][c:11]3[cH:12][cH:13][cH:14][cH:15][c:16]3[c:17]2[c:18]1[CH2:19][O:20][CH3:21].[CH2:32]([Cl:33])[Cl:34].[I:22][Cl:23].[I:24].[Na+:30].[Na+:31].[S:25]([O-:26])([O-:27])(=[O:28])=[S:29].[cH:35]1[cH:36][cH:37][n:38][cH:39][cH:40]1>>[CH2:1]([CH3:2])[O:3][C:4](=[O:5])[c:6]1[n:7][cH:8][c:9]2[nH:10][c:11]3[cH:12][cH:13][c:14]([I:22])[cH:15][c:16]3[c:17]2[c:18]1[CH2:19][O:20][CH3:21]. The reactants are C(C)OC(=O)C=1N(C(=C2C=C(C=CC12)Cl)C1=CC=CC=C1)CCCC(C)C1OCCO1 (5-chloro-2-[4-(1,3-dioxolan-2-yl)pentyl]-3-phenylisoindole-1-carboxylic acid ethyl ester), O1CCOCC1 (dioxane), Cl (hydrochloric acid). Run in O (water). Yields the product C(C)OC(=O)C=1N(C(=C2C=C(C=CC12)Cl)C1=CC=CC=C1)CCCC(C)=O (5-chloro-2-(4-oxopentyl)-3-phenylisoindole-1-carboxylic acid ethyl ester). RXN SMILES: [CH2:1]([O:3][C:4]([C:6]1[N:7]([CH2:22][CH2:23][CH2:24]C(C2OCCO2)C)[C:8]([C:16]2[CH:21]=[CH:20][CH:19]=[CH:18][CH:17]=2)=[C:9]2[C:14]=1[CH:13]=[CH:12][C:11]([Cl:15])=[CH:10]2)=[O:5])[CH3:2].[O:32]1CCO[CH2:34][CH2:33]1.Cl>O>[CH2:1]([O:3][C:4]([C:6]1[N:7]([CH2:22][CH2:23][CH2:24][C:33](=[O:32])[CH3:34])[C:8]([C:16]2[CH:17]=[CH:18][CH:19]=[CH:20][CH:21]=2)=[C:9]2[C:14]=1[CH:13]=[CH:12][C:11]([Cl:15])=[CH:10]2)=[O:5])[CH3:2]. Reported procedure: A suspension of 8 g. of 5-chloro-2-[4-(1,3-dioxolan-2-yl)pentyl]-3-phenylisoindole-1-carboxylic acid ethyl ester in a mixture of 40 ml. of dioxane and 10 ml. of water is treated with 2 ml. of concentrated hydrochloric acid and then boiled at reflux for 3 hours. The solution obtained is concentrated to dryness under reduced pressure and the residue partitioned between water and methylene chloride. The organic phase is washed with a 2-N sodium carbonate solution and then with a saturated aqueous s... The reactants are FC(C=1C=C(OC=2C=C(C=CC2)Br)C=CC1)(F)F (3-(3-trifluoromethyl phenoxy)bromobenzene), CO (methanol), [Na] (sodium), C1(O)=CC(O)=CC=C1 (resorcinol), cuprous chloride, mixture. The solvent is N1=CC=CC=C1 (Pyridine). Product: FC(C=1C=C(OC=2C=C(C=CC2)O)C=CC1)(F)F (3-(3-trifluoromethylphenoxy)phenol). Yield: 67.9%. RXN SMILES: CO.[Na].[C:4]1([CH:11]=[CH:10][CH:9]=[C:7]([OH:8])[CH:6]=1)[OH:5].[F:12][C:13]([F:29])([F:28])[C:14]1[CH:15]=[C:16]([CH:25]=[CH:26][CH:27]=1)OC1C=C(Br)C=CC=1>N1C=CC=CC=1>[F:12][C:13]([F:29])([F:28])[C:14]1[CH:27]=[C:26]([CH:25]=[CH:16][CH:15]=1)[O:5][C:4]1[CH:6]=[C:7]([OH:8])[CH:9]=[CH:10][CH:11]=1 |^1:2|. Procedure: All apparatus is rigorously dried and flushed with nitrogen before use. The reaction is performed in a 500 mL 3-necked flask equipped with a mechanical stirrer, a reflux condenser topped with a nitrogen inlet tube and a stopper. The flask is charged with methanol (100 mL) and sodium (10.0 g, 0.43 mol). After all of the sodium has been consumed the methanol is distilled from the flask, and the last traces are removed by azeotropic distillation with benzene. Pyridine (250 mL) and resorcinol (35.0 ... Starting materials: BrC1=CC(=C(C=C1)N1C(C=2CCCCC2C1S)=O)F (2-(4-bromo-2-fluorophenyl)-2,3,4,5,6,7-hexahydro-3-mercapto-1H-isoindol-1-one), C(C)N=C=S (ethyl isothiocyanate). Reagents/catalysts: C(C)N(CC)CC (triethylamine). Run in ClCCl (dichloromethane). Reaction conditions: time 5 hour. The product is BrC1=CC(=C(C=C1)N1C(C=2CCCCC2C1SC(NCC)=S)=O)F (2-(4-Bromo-2-fluorophenyl)-3-(N-ethylthiocarbamoylthio)-2,3,4,5,6,7-hexahydro-1H-isoindol-1-one). The yield is 89.1%. RXN SMILES: [Br:1][C:2]1[CH:7]=[CH:6][C:5]([N:8]2[CH:16]([SH:17])[C:15]3[CH2:14][CH2:13][CH2:12][CH2:11][C:10]=3[C:9]2=[O:18])=[C:4]([F:19])[CH:3]=1.[CH2:20]([N:22]=[C:23]=[S:24])[CH3:21]>ClCCl.C(N(CC)CC)C>[Br:1][C:2]1[CH:7]=[CH:6][C:5]([N:8]2[CH:16]([S:17][C:23](=[S:24])[NH:22][CH2:20][CH3:21])[C:15]3[CH2:14][CH2:13][CH2:12][CH2:11][C:10]=3[C:9]2=[O:18])=[C:4]([F:19])[CH:3]=1. Procedure details: In 20 ml of dichloromethane was dissolved 3.4 g of 2-(4-bromo-2-fluorophenyl)-2,3,4,5,6,7-hexahydro-3-mercapto-1H-isoindol-1-one, and 1.0 g of ethyl isothiocyanate, together with one drop of triethylamine, was added to the solution, followed by stirring at room temperature for 5 hours. The dichloromethane was distilled off under reduced pressure, and the resulting crystals were washed with cold ethanol and dried, thereby producing 3.8 g (yield of 88%) of the subject compound. Recrystallization f...